From a dataset of the Open Reaction Database (ORD), a public repository of structured organic reaction records. describe an organic reaction: reactants, conditions, products, and yield Starting materials: BrCC(=O)OCC (ethyl bromoacetate), C(C1=CC=CC=C1)N1C(C2(CC1=O)C(NC1=CC=C(C=C12)Cl)=O)=O (1′-benzyl-5-chloro-1H-spiro[indole-3,3′-pyrrolidine]-2,2′,5′-trione), intermediate 14, [H-].[Na+] (sodium hydride), resultant suspension, O (Water). Run in O1CCCC1 (tetrahydrofuran). Reaction conditions: time 30 minute. The product is C(C)OC(CN1C(C2(C(N(C(C2)=O)CC2=CC=CC=C2)=O)C2=CC(=CC=C12)Cl)=O)=O ((1′-Benzyl-5-chloro-2,2′,5′-trioxo-spiro[indole-3,3′-pyrrolidin]-1-yl)-acetic acid ethyl ester). Yield: 70.0%. Reaction SMILES: [H-].[Na+].[CH2:3]([N:10]1[C:14](=[O:15])[CH2:13][C:12]2([C:23]3[C:18](=[CH:19][CH:20]=[C:21]([Cl:24])[CH:22]=3)[NH:17][C:16]2=[O:25])[C:11]1=[O:26])[C:4]1[CH:9]=[CH:8][CH:7]=[CH:6][CH:5]=1.Br[CH2:28][C:29]([O:31][CH2:32][CH3:33])=[O:30].O>O1CCCC1>[CH2:32]([O:31][C:29](=[O:30])[CH2:28][N:17]1[C:18]2[C:23](=[CH:22][C:21]([Cl:24])=[CH:20][CH:19]=2)[C:12]2([CH2:13][C:14](=[O:15])[N:10]([CH2:3][C:4]3[CH:5]=[CH:6][CH:7]=[CH:8][CH:9]=3)[C:11]2=[O:26])[C:16]1=[O:25])[CH3:33] |f:0.1|. Reported procedure: A stirred suspension of sodium hydride (60% dispersion in oil [39 mg, 0.969 mmol]) in anhydrous tetrahydrofuran (10 ml) was treated with 1′-benzyl-5-chloro-1H-spiro[indole-3,3′-pyrrolidine]-2,2′,5′-trione, intermediate 14 (300 mg, 0.88 mmol). After stirring at ambient temperature for 30 min, the clear solution was treated with ethyl bromoacetate (0.13 ml, 1.16 mmol). The resultant suspension was stirred for 3 hours and then left to stand overnight. Water (50 ml) was added and the mixture extract... Reactants: CCOC(=O)Cc1ccc([N+](=O)[O-])c(Oc2cc(Br)cc(C#N)c2)c1F, CCO, [Cl-], [NH4+], O. Yields the product CCOC(=O)Cc1ccc(N)c(Oc2cc(Br)cc(C#N)c2)c1F. Reaction SMILES: [CH2:1]([CH3:2])[O:3][C:4]([CH2:5][c:6]1[c:7]([F:25])[c:8]([O:15][c:16]2[cH:17][c:18]([Br:24])[cH:19][c:20]([C:22]#[N:23])[cH:21]2)[c:9]([N+:12]([O-:13])=[O:14])[cH:10][cH:11]1)=[O:26].[CH3:29][CH2:30][OH:31].[Cl-:27].[NH4+:28].[OH2:32]>>[CH2:1]([CH3:2])[O:3][C:4]([CH2:5][c:6]1[c:7]([F:25])[c:8]([O:15][c:16]2[cH:17][c:18]([Br:24])[cH:19][c:20]([C:22]#[N:23])[cH:21]2)[c:9]([NH2:12])[cH:10][cH:11]1)=[O:26]. Reactants: COc1cccc([Zn]Br)n1, CCc1c(C(=O)OC(C)(C)C)[nH]c(C=O)c1I, C1CCOC1, CN1CCCC1. Yields the product CCc1c(C(=O)OC(C)(C)C)[nH]c(C=O)c1-c1cccc(OC)n1. RXN SMILES: [Br:1][Zn:2][c:3]1[n:4][c:5]([O:9][CH3:10])[cH:6][cH:7][cH:8]1.[CH2:11]([CH3:12])[c:13]1[c:14]([C:21](=[O:22])[O:23][C:24]([CH3:25])([CH3:26])[CH3:27])[nH:15][c:16]([CH:19]=[O:20])[c:17]1[I:18].[CH2:28]1[O:29][CH2:30][CH2:31][CH2:32]1.[CH3:33][N:34]1[CH2:35][CH2:36][CH2:37][CH2:38]1>>[c:3]1(-[c:17]2[c:13]([CH2:11][CH3:12])[c:14]([C:21](=[O:22])[O:23][C:24]([CH3:25])([CH3:26])[CH3:27])[nH:15][c:16]2[CH:19]=[O:20])[n:4][c:5]([O:9][CH3:10])[cH:6][cH:7][cH:8]1. RXN SMILES: I[C:2]1[CH:7]=[CH:6][CH:5]=[C:4](I)[CH:3]=1.[NH:9]1[C:13]2[CH:14]=CC=C[C:12]=2[N:11]=[CH:10]1.[N:18]1[C:31]2[C:22](=[CH:23][CH:24]=[C:25]3[C:30]=2[N:29]=[CH:28][CH:27]=[CH:26]3)C=C[CH:19]=1.C(=O)([O-])[O-].[Cs+].[Cs+]>CN(C=O)C.C(Cl)Cl.[Cu]I.CO>[N:9]1([C:13]2[CH:14]=[CH:26][CH:27]=[C:28]([N:29]3[C:30]4[CH:25]=[CH:24][CH:23]=[CH:22][C:31]=4[N:18]=[CH:19]3)[CH:12]=2)[C:3]2[CH:4]=[CH:5][CH:6]=[CH:7][C:2]=2[N:11]=[CH:10]1 |f:3.4.5|. Isolated yield 127.5%. Reagents/catalysts: [Cu]I (CuI). Solvent: CO (MeOH), C(Cl)Cl (DCM), CN(C)C=O (DMF), CO (MeOH). Procedure details: In a 1 L round-bottomed flask 1,3-diiodobenzene (26.43 g, 80 mmol), 1H-benzo[d]imidazole (20.82 g, 176 mmol), and 1,10-phenanthroline (5.77 g, 32.0 mmol), CuI (3.05 g, 16 mmol), and cesium carbonate (120 g, 369 mmol) were combined in anhydrous DMF (350 mL) to give a brown suspension. The reaction was purged with N2 for 20 minutes and then heated to reflux for 24 hours. The reaction mixture was passed thought a plug of silica gel (5% MeOH in DCM) to obtain the crude product. The crude product was... Product: N1(C=NC2=C1C=CC=C2)C2=CC(=CC=C2)N2C=NC1=C2C=CC=C1 (1,3-bis(1H-benzo[d]imidazol-1-yl)benzene). Starting materials: crude product, IC1=CC(=CC=C1)I (1,3-diiodobenzene), N1C=NC2=C1C=CC=C2 (1H-benzo[d]imidazole), N1=CC=CC2=CC=C3C=CC=NC3=C12 (1,10-phenanthroline), C([O-])([O-])=O.[Cs+].[Cs+] (cesium carbonate). Reactants: C(=O)C(CC(=O)OC)CC (methyl 3-formylpentanoate), N1=C(C=CC=C1)CCN (2-(pyridin-2-yl)ethanamine). Solvent: C(C)(=O)O (acetic acid). Product: C(C)C1=CC(N(C1)CCC1=NC=CC=C1)=O (4-Ethyl-1-(2-(pyridin-2-yl)ethyl)-1H-pyrrol-2(5H)-one). RXN SMILES: [CH:1]([CH:3]([CH2:9][CH3:10])[CH2:4][C:5]([O:7]C)=O)=O.[N:11]1[CH:16]=[CH:15][CH:14]=[CH:13][C:12]=1[CH2:17][CH2:18][NH2:19]>C(O)(=O)C>[CH2:9]([C:3]1[CH2:1][N:19]([CH2:18][CH2:17][C:12]2[CH:13]=[CH:14][CH:15]=[CH:16][N:11]=2)[C:5](=[O:7])[CH:4]=1)[CH3:10]. Procedure: 4-Ethyl-1-(2-(pyridin-2-yl)ethyl)-1H-pyrrol-2(5H)-one is synthesized by a cyclo-condensation between methyl 3-formylpentanoate and 2-(pyridin-2-yl)ethanamine in glacial acetic acid at 70° C. according to a procedure of R. Fisher (DE 4127111, 1992). Starting materials: [OH-].[Na+] (sodium hydroxide), ClC(=CC(C(=O)OCC)C(C)C)Cl (ethyl α-(2,2-dichlorovinyl)isovalerate), ClC(=CC(C(=O)OCC)C(C)C)Cl (ethyl α-(2,2-dichlorovinyl)isovalerate), ClC(=CC(C(=O)OCC)C(C)C)Cl (ethyl α-(2,2-dichlorovinyl)isovalerate). Run in O (water), C(C)O (ethanol). Yields the product ClC(=CC(C(=O)O)C(C)C)Cl (α-(2,2-dichlorovinyl)isovaleric acid). Yield: 84.9%. RXN SMILES: [Cl:1][C:2]([Cl:13])=[CH:3][CH:4]([CH:10]([CH3:12])[CH3:11])[C:5]([O:7]CC)=[O:6].[OH-].[Na+]>C(O)C.O>[Cl:1][C:2]([Cl:13])=[CH:3][CH:4]([CH:10]([CH3:11])[CH3:12])[C:5]([OH:7])=[O:6] |f:1.2|. Procedure: In 20 g of chloroform were dissolved 6.0 g of the ethyl α-bromo-α-(2,2,2-trichloroethyl)isovalerate and, after the addition of 3.5 g of 1,5-diazabicyclo[5,4,0]undecene-5(DBU), the solution was stirred at room temperature for 2 hours. The reaction mixture was then diluted with diethyl ether, washed with water and dilute aqueous hydrogen chloride and dried over anhydrous magnesium sulfate. The low-boiling fraction was removed by distillation, whereupon 4.6 g of oily product were obtained. Based on...